The task is: describe an organic reaction: reactants, conditions, products, and yield. This data is from the Open Reaction Database (ORD), a public repository of structured organic reaction records. Reactants: FC(COC1=C(C(=O)OCC(F)(F)F)C=C(C=C1)OCC(F)(F)F)(F)F (2,2,2-trifluoroethyl 2,5-bis(2,2,2-trifluoroethoxy)benzoate), NC(C)C1NCCCC1 (2-(1-aminoethyl)piperidine). Yields the product FC(COC1=C(C(=O)NC(C)C2NCCCC2)C=C(C=C1)OCC(F)(F)F)(F)F (2,5-bis(2,2,2-trifluoroethoxy)-N-[1-(2-piperidyl)ethyl]-benzamide). As a reaction SMILES: [F:1][C:2]([F:26])([F:25])[CH2:3][O:4][C:5]1[CH:18]=[CH:17][C:16]([O:19][CH2:20][C:21]([F:24])([F:23])[F:22])=[CH:15][C:6]=1[C:7]([O:9]CC(F)(F)F)=O.[NH2:27][CH:28]([CH:30]1[CH2:35][CH2:34][CH2:33][CH2:32][NH:31]1)[CH3:29]>>[F:26][C:2]([F:1])([F:25])[CH2:3][O:4][C:5]1[CH:18]=[CH:17][C:16]([O:19][CH2:20][C:21]([F:24])([F:22])[F:23])=[CH:15][C:6]=1[C:7]([NH:27][CH:28]([CH:30]1[CH2:35][CH2:34][CH2:33][CH2:32][NH:31]1)[CH3:29])=[O:9]. Reported procedure: Starting with 2,2,2-trifluoroethyl 2,5-bis(2,2,2-trifluoroethoxy)benzoate and 2-(1-aminoethyl)piperidine and using the procedure illustrated in Examples 21 and 22, the product 2,5-bis(2,2,2-trifluoroethoxy)-N-[1-(2-piperidyl)ethyl]-benzamide, m.p. 95°-97° C., is obtained as white needles. The reactants are CCOC(=O)N1CCC(=C2c3ccc(Cl)cc3CCc4cc(Br)cnc24)CC1, CC1(C)OB(OC1(C)C)c2cn(c3ncccc23)S(=O)(=O)c4ccccc4. Reagents/catalysts: CCN=P(N=P(N(C)C)(N(C)C)N(C)C)(N(C)C)N(C)C (P2-Et), CC(C)c1cc(C(C)C)c(-c2ccccc2[PH](C(C)(C)C)(C(C)(C)C)[Pd]2(OS(C)(=O)=O)Nc3ccccc3-c3ccccc32)c(C(C)C)c1 (tBuXphos G3). Run in CS(C)=O (DMSO), O (water), CS(C)=O (DMSO), CS(C)=O (DMSO), CS(C)=O (DMSO). Reaction conditions: time 22 hour. Product: CCOC(=O)N1CCC(=C2c3ccc(Cl)cc3CCc4cc(cnc24)c5cn(c6ncccc56)S(=O)(=O)c7ccccc7)CC1, CCOC(=O)N1CCC(=C2c3ccc(Cl)cc3CCc4cc(Br)cnc24)CC1, c1ccc(-c2ccccc2)cc1. Reactants: ClC1=C(C=C(C(=O)O)C=C1S(N)(=O)=O)[N+](=O)[O-] (4-chloro-3-nitro-5-sulphamyl-benzoic acid), CC1=CC=CC=C1S (o-thiocresol). The solvent is C([O-])(O)=O.[Na+] (sodium bicarbonate). Run at time 3 hour. Yields the product [N+](=O)([O-])C=1C=C(C(=O)O)C=C(C1SC1=C(C=CC=C1)C)S(N)(=O)=O (3-nitro-5-sulphamyl-4-(o-tolylthio)-benzoic acid). RXN SMILES: Cl[C:2]1[C:10]([S:11](=[O:14])(=[O:13])[NH2:12])=[CH:9][C:5]([C:6]([OH:8])=[O:7])=[CH:4][C:3]=1[N+:15]([O-:17])=[O:16].[CH3:18][C:19]1[C:24]([SH:25])=[CH:23][CH:22]=[CH:21][CH:20]=1>C(=O)(O)[O-].[Na+]>[N+:15]([C:3]1[CH:4]=[C:5]([CH:9]=[C:10]([S:11](=[O:14])(=[O:13])[NH2:12])[C:2]=1[S:25][C:24]1[CH:23]=[CH:22][CH:21]=[CH:20][C:19]=1[CH3:18])[C:6]([OH:8])=[O:7])([O-:17])=[O:16] |f:2.3|. Procedure details: A mixture of 4-chloro-3-nitro-5-sulphamyl-benzoic acid (28 g), o-thiocresol (12.4 g), and 1N sodium bicarbonate (300 ml) was refluxed for 3 hours. After cooling, the precipitated sodium salt of 3-nitro-5-sulphamyl-4-o-tolylthio-benzoic acid was filtered off and washed with 1N sodium bicarbonate solution. The sodium salt was dissolved in hot water (250 ml), and the acid was precipitated by the addition of 4N hydrochloric acid (17 ml). After isolation, recrystallization from aqueous ethanol, and d... Starting materials: CCN(C(C)C)C(C)C, CS(=O)(=O)c1ccc(N2CCc3c2[nH]c(N)nc3=O)c(F)c1, O=P(Cl)(Cl)Cl. The product is CS(=O)(=O)c1ccc(N2CCc3c(Cl)nc(N)nc32)c(F)c1. As a reaction SMILES: [CH:23]([N:24]([CH2:25][CH3:26])[CH:27]([CH3:28])[CH3:29])([CH3:30])[CH3:31].[NH2:1][c:2]1[n:3][c:4](=[O:22])[c:5]2[c:6]([nH:7]1)[N:8]([c:11]1[c:12]([F:21])[cH:13][c:14]([S:17](=[O:18])(=[O:19])[CH3:20])[cH:15][cH:16]1)[CH2:9][CH2:10]2.[P:32]([Cl:33])([Cl:34])([Cl:35])=[O:36]>>[NH2:1][c:2]1[n:3][c:4]([Cl:34])[c:5]2[c:6]([n:7]1)[N:8]([c:11]1[c:12]([F:21])[cH:13][c:14]([S:17](=[O:18])(=[O:19])[CH3:20])[cH:15][cH:16]1)[CH2:9][CH2:10]2. The reactants are S(O)(O)(=O)=O (sulfuric acid), C(C)N(CCSC1=NSN=C1N1C=NC=C1)CC (N,N-Diethyl-2-[[4-(1H-imidazol-1-yl)-1,2,5-thiadiazol-3-yl]sulfenyl]-ethanamine), B1(OO1)[O-].O.O.O.O.[Na+] (sodium perborate tetrahydrate). The solvent is CO (methanol). Run at temperature 0 celsius, time 2 hour. Yields the product C(C)N(CCS(=O)C1=NSN=C1N1C=NC=C1)CC (N,N-diethyl-2-[[4-(1H-imidazol-1-yl)-1,2,5-thiadiazol-3-yl]sulfinyl]-ethanamine). As a reaction SMILES: [CH2:1]([N:3]([CH2:17][CH3:18])[CH2:4][CH2:5][S:6][C:7]1[C:11]([N:12]2[CH:16]=[CH:15][N:14]=[CH:13]2)=[N:10][S:9][N:8]=1)[CH3:2].S(=O)(=O)(O)[OH:20].B1([O-])OO1.O.O.O.O.[Na+]>CO>[CH2:17]([N:3]([CH2:1][CH3:2])[CH2:4][CH2:5][S:6]([C:7]1[C:11]([N:12]2[CH:16]=[CH:15][N:14]=[CH:13]2)=[N:10][S:9][N:8]=1)=[O:20])[CH3:18] |f:2.3.4.5.6.7|. Procedure details: A cold (0° C.) solution of the compound of Example 10 in methanol istreated slowly with excess 30% sulfuric acid an then sodium perborate tetrahydrate (10 equivalents) is added. The mixture is stirred at 0° C. for 2 hrs and then at ambient temperature for 2 hrs. The methanol is removed in vacuo and the residue basified with 50% sodium hydroxide and filtered. The filter cake is washed with methylene chloride and the aqueous filtrate extracted with the methylene chloride washings. The combined ext... The reactants are C(C)OCCCOC1=CC=C(C=C1)C=1C=CC2=C(C=C(CCN2S(=O)(=O)C)C(=O)O)C1 (7-[4-(3-ethoxypropoxy)phenyl]-1-methanesulfonyl-2,3-dihydro-1H-1-benzazepine-4-carboxylic acid), S(=O)(Cl)Cl (thionyl chloride), CN(C)C=O (DMF). Solvent: C1CCOC1 (THF). Reaction conditions: time 8 hour. The product is C(C)OCCCOC1=CC=C(C=C1)C=1C=CC2=C(C=C(CCN2S(=O)(=O)C)C(=O)NC2=CC=C(C=C2)CN(C2CCOCC2)C)C1 (7-[4-(3-ethoxypropoxy)phenyl)-1-methanesulfonyl-N-[4-[[N-methyl-N-(tetrahydro-2H-pyran-4-yl)amino]methyl]phenyl]-2,3-dihydro-1H-1-benzazepine-4-carboxamide). As a reaction SMILES: [CH2:1]([O:3][CH2:4][CH2:5][CH2:6][O:7][C:8]1[CH:13]=[CH:12][C:11]([C:14]2[CH:15]=[CH:16][C:17]3[N:23]([S:24]([CH3:27])(=[O:26])=[O:25])[CH2:22][CH2:21][C:20]([C:28](O)=[O:29])=[CH:19][C:18]=3[CH:31]=2)=[CH:10][CH:9]=1)[CH3:2].S(Cl)(Cl)=O.[CH3:36][N:37]([CH:39]=O)[CH3:38]>C1COCC1>[CH2:1]([O:3][CH2:4][CH2:5][CH2:6][O:7][C:8]1[CH:13]=[CH:12][C:11]([C:14]2[CH:15]=[CH:16][C:17]3[N:23]([S:24]([CH3:27])(=[O:25])=[O:26])[CH2:22][CH2:21][C:20]([C:28]([NH:23][C:17]4[CH:18]=[CH:31][C:14]([CH2:39][N:37]([CH3:36])[CH:38]5[CH2:5][CH2:4][O:3][CH2:1][CH2:2]5)=[CH:15][CH:16]=4)=[O:29])=[CH:19][C:18]=3[CH:31]=2)=[CH:10][CH:9]=1)[CH3:2]. Procedure: In THF (5 ml) was dissolved 7-[4-(3-ethoxypropoxy)phenyl]-1-methanesulfonyl-2,3-dihydro-1H-1-benzazepine-4-carboxylic acid (0.20 g). To the solution were added, under ice-cooling, thionyl chloride (0.06 ml) and DMF (catalytic amount), and the mixture was stirred at room temperature for 2 hours. Under reduced pressure, the solvent was evaporated, and the residue was dissolved in THF (15 ml). The solution was added dropwise to a solution of 4-[N-methyl-N-(tetrahydro-2H-pyran-4-yl)aminomethyl]anili... Starting materials: [NH4+].[OH-] (NH4OH), C(CC(O)(C(=O)O)CC(=O)O)(=O)O (citric acid). The product is C(CC(O)(C(=O)[O-])CC(=O)[O-])(=O)[O-].[NH4+].[NH4+].[NH4+] (Ammonium citrate). Reaction SMILES: [NH4+:1].[OH-].[C:3]([OH:15])(=[O:14])[CH2:4][C:5]([CH2:10][C:11]([OH:13])=[O:12])([C:7]([OH:9])=[O:8])[OH:6]>>[C:3]([O-:15])(=[O:14])[CH2:4][C:5]([CH2:10][C:11]([O-:13])=[O:12])([C:7]([O-:9])=[O:8])[OH:6].[NH4+:1].[NH4+:1].[NH4+:1] |f:0.1,3.4.5.6|. Procedure details: Ammonium citrate was prepared by mixing 32.2 ml of NH4OH with 30.93 g of citric acid. This solution was stirred into the residue.